From a dataset of the Open Reaction Database (ORD), a public repository of structured organic reaction records. describe an organic reaction: reactants, conditions, products, and yield The reactants are Cc1nn(C)c(C)c1Oc1cc(Br)cnc1C#N, [Na+], [OH-], O, O=S(=O)(O)O. Product: Cc1nn(C)c(C)c1Oc1cc(Br)cnc1C(N)=O. RXN SMILES: [Br:1][c:2]1[cH:3][c:4]([O:10][c:11]2[c:12]([CH3:18])[n:13][n:14]([CH3:17])[c:15]2[CH3:16])[c:5]([C:8]#[N:9])[n:6][cH:7]1.[Na+:25].[OH-:24].[OH2:26].[S:19]([OH:20])(=[O:21])(=[O:22])[OH:23]>>[Br:1][c:2]1[cH:3][c:4]([O:10][c:11]2[c:12]([CH3:18])[n:13][n:14]([CH3:17])[c:15]2[CH3:16])[c:5]([C:8]([NH2:9])=[O:20])[n:6][cH:7]1. Starting materials: C1CCOC1, COC(=O)c1ccc(OC(=O)C2CCc3ccccc32)cc1OC, [Li+], [OH-], O, O. The product is COc1cc(OC(=O)C2CCc3ccccc32)ccc1C(=O)O. As a reaction SMILES: [CH2:29]1[O:30][CH2:31][CH2:32][CH2:33]1.[CH:1]1([C:10](=[O:11])[O:12][c:13]2[cH:14][c:15]([O:23][CH3:24])[c:16]([C:17](=[O:18])[O:19][CH3:20])[cH:21][cH:22]2)[CH2:2][CH2:3][c:4]2[cH:5][cH:6][cH:7][cH:8][c:9]21.[Li+:27].[OH-:26].[OH2:25].[OH2:28]>>[CH:1]1([C:10](=[O:11])[O:12][c:13]2[cH:14][c:15]([O:23][CH3:24])[c:16]([C:17](=[O:18])[OH:19])[cH:21][cH:22]2)[CH2:2][CH2:3][c:4]2[cH:5][cH:6][cH:7][cH:8][c:9]21. Reactants: BrC1=C(C=C(S1)C(=O)N1CCOCC1)C ((5-Bromo-4-methyl-thiophen-2-yl)-morpholin-4-yl-methanone), [OH-].[Na+] (NaOH), C1CCOC1 (THF), C1CCOC1 (THF). Solvent: CO (Methanol). The product is BrC1=C(C=C(S1)CN1CCOCC1)C (4-(5-Bromo-4-methyl-thiophen-2-ylmethyl)-morpholine). Reaction SMILES: [Br:1][C:2]1[S:6][C:5]([C:7]([N:9]2[CH2:14][CH2:13][O:12][CH2:11][CH2:10]2)=O)=[CH:4][C:3]=1[CH3:15].C1COCC1.[OH-].[Na+]>CO>[Br:1][C:2]1[S:6][C:5]([CH2:7][N:9]2[CH2:10][CH2:11][O:12][CH2:13][CH2:14]2)=[CH:4][C:3]=1[CH3:15] |f:2.3|. Reported procedure: (5-Bromo-4-methyl-thiophen-2-yl)-morpholin-4-yl-methanone (1.78 mmol) was added to a flask containing 1M THF.BH3 complex in THF (4.45 mmol). Reaction was stirred at reflux for 2.5 h under N2. Methanol was then added until gas evolution ceased, followed by 10 ml of 1M NaOH and the reaction stirred at reflux for a further 7 h. The mixture was cooled to room temperature and extracted with EtOAc. This extract was concentrated in vacuo and the residue taken up in 1M HCl and washed with EtOAc. The aci... Reactants: O=C1CCc2cc(Br)cnc2N1, CCC#N, C=CC(=O)N(C)Cc1c(C)c2ccccc2n1C, CCN(C(C)C)C(C)C, CC(=O)[O-], CC(=O)[O-], [Pd+2], Cc1ccccc1P(c1ccccc1C)c1ccccc1C. Yields the product Cc1c(CN(C)C(=O)C=Cc2cnc3c(c2)CCC(=O)N3)n(C)c2ccccc12. RXN SMILES: [Br:19][c:20]1[cH:21][c:22]2[c:27]([n:28][cH:29]1)[NH:26][C:25](=[O:30])[CH2:24][CH2:23]2.[C:62](#[N:63])[CH2:64][CH3:65].[CH3:1][n:2]1[c:3]([CH2:12][N:13]([C:14]([CH:15]=[CH2:16])=[O:17])[CH3:18])[c:4]([CH3:11])[c:5]2[cH:6][cH:7][cH:8][cH:9][c:10]12.[CH:31]([N:32]([CH2:33][CH3:34])[CH:35]([CH3:36])[CH3:37])([CH3:38])[CH3:39].[O-:67][C:68]([CH3:69])=[O:70].[O-:71][C:72]([CH3:73])=[O:74].[Pd+2:66].[c:40]1([CH3:41])[cH:42][cH:43][cH:44][cH:45][c:46]1[P:47]([c:48]1[cH:49][cH:50][cH:51][cH:52][c:53]1[CH3:54])[c:55]1[cH:56][cH:57][cH:58][cH:59][c:60]1[CH3:61]>>[CH3:1][n:2]1[c:3]([CH2:12][N:13]([C:14]([CH:15]=[CH:16][c:20]2[cH:21][c:22]3[c:27]([n:28][cH:29]2)[NH:26][C:25](=[O:30])[CH2:24][CH2:23]3)=[O:17])[CH3:18])[c:4]([CH3:11])[c:5]2[cH:6][cH:7][cH:8][cH:9][c:10]12. The reactants are O1C(CCCC1)OCP(OCC)(OCC)=O (diethyl [(2-tetrahydropyranyloxy)methyl]phosphonate), C(CCC)[Li] (n-butyl lithium), CCCCCC (hexane), C(C)(C)NC(C)C (diisopropylamine), C(C=C)C1(C2=C(CCC3=C1C=CC=C3)C=CC=C2)C=O (10,11-dihydro-5-(2-propenyl)-5H-dibenzo[a,d]cyclohepten-5-carboxaldehyde), [NH4+].[Cl-] (NH4Cl). Solvent: C1CCOC1 (THF), C1CCOC1 (THF), C1CCOC1 (THF). Reaction conditions: temperature 0 celsius, time 10 minute. Yields the product C(C=C)C1(C2=C(CCC3=C1C=CC=C3)C=CC=C2)C=COC2OCCCC2 (10,11-dihydro-5-(2-propenyl)-5H-dibenzo[a,d]cyclohepten-5-yl-(2-tetrahydropyranyloxy-ethene)). Yield: 46.0%. RXN SMILES: C(NC(C)C)(C)C.C([Li])CCC.CCCCCC.[O:19]1[CH2:24][CH2:23][CH2:22][CH2:21][CH:20]1[O:25][CH2:26]P(=O)(OCC)OCC.[CH2:35]([C:38]1([CH:53]=O)[C:44]2[CH:45]=[CH:46][CH:47]=[CH:48][C:43]=2[CH2:42][CH2:41][C:40]2[CH:49]=[CH:50][CH:51]=[CH:52][C:39]1=2)[CH:36]=[CH2:37].[NH4+].[Cl-]>C1COCC1>[CH2:35]([C:38]1([CH:53]=[CH:26][O:25][CH:20]2[CH2:21][CH2:22][CH2:23][CH2:24][O:19]2)[C:39]2[CH:52]=[CH:51][CH:50]=[CH:49][C:40]=2[CH2:41][CH2:42][C:43]2[CH:48]=[CH:47][CH:46]=[CH:45][C:44]1=2)[CH:36]=[CH2:37] |f:5.6|. Procedure details: Dissolved diisopropylamine (9.2 g, 0.0910 mol) in 200 mL of dry THF. Cooled to 0° C. under a nitrogen atmosphere. Added 2.5M n-butyl lithium in hexane (35.2 mL, 0.0880 mol) via syringe. Stirred at 0° C. for 10 mins then cooled to -78° C. Added diethyl [(2-tetrahydropyranyloxy)methyl]phosphonate in 45 mL of dry THF via addition funnel. Stirred at -78° C. for 1 hour. Added 10,11-dihydro-5-(2-propenyl)-5H-dibenzo[a,d]cyclohepten-5-carboxaldehyde in 100 mL of dry THF via addition funnel. Warmed to r... The reactants are BrC=1C=C2C(=NNC2=CC1)Cl (5-bromo-3-chloro-1H-indazole), C(C)OC(C=CC=1C=NC=CC1)=O (3-pyridin-3-yl-acrylic acid ethyl ester), C(C)OC(C=C(C1=CC=CC=C1)C1=C2C(=CNC2=CC=C1)C#N)=O (3-(3-Cyano-1H-Indol-4-yl)-3-phenyl-acrylic acid ethyl ester). Product: C(C)OC(C=C(C=1C=NC=CC1)C=1C=C2C(=NNC2=CC1)Cl)=O (3-(3-Chloro-1H-indazol-5-yl)-3-pyridin-3-yl-acrylic acid ethyl ester). RXN SMILES: Br[C:2]1[CH:3]=[C:4]2[C:8](=[CH:9][CH:10]=1)[NH:7][N:6]=[C:5]2[Cl:11].[CH2:12]([O:14][C:15](=[O:24])[CH:16]=[CH:17][C:18]1[CH:19]=[N:20][CH:21]=[CH:22][CH:23]=1)[CH3:13].C(OC(=O)C=C(C1C=CC=C2C=1C(C#N)=CN2)C1C=CC=CC=1)C>>[CH2:12]([O:14][C:15](=[O:24])[CH:16]=[C:17]([C:2]1[CH:3]=[C:4]2[C:8](=[CH:9][CH:10]=1)[NH:7][N:6]=[C:5]2[Cl:11])[C:18]1[CH:19]=[N:20][CH:21]=[CH:22][CH:23]=1)[CH3:13]. Procedure details: 3-(3-Chloro-1H-indazol-5-yl)-3-pyridin-3-yl-acrylic acid ethyl ester CCXXIII was prepared from 5-bromo-3-chloro-1H-indazole and 3-pyridin-3-yl-acrylic acid ethyl ester using the procedure described for preparation of 3-(3-Cyano-1H-Indol-4-yl)-3-phenyl-acrylic acid ethyl ester LVIII (Example 14). Reactants: O=C1OCc2ccccc21, CCN(CC)CCCc1ccc2c(n1)COC2=O, C1CCOC1, C[Si](C)(C)[N-][Si](C)(C)C, Cl, O=C1Cc2cc(F)ccc2N1, [Li+], [Na+], O=C([O-])O, O. The product is CCN(CC)CCCc1ccc2c(n1)COC2=C1C(=O)Nc2ccc(F)cc21. RXN SMILES: [C:40]1(=[O:49])[c:41]2[c:42]([cH:43][cH:44][cH:45][cH:46]2)[CH2:47][O:48]1.[CH2:22]([CH3:23])[N:24]([CH2:25][CH2:26][CH2:27][c:28]1[cH:29][cH:30][c:31]2[c:32]([n:33]1)[CH2:34][O:35][C:36]2=[O:37])[CH2:38][CH3:39].[CH2:57]1[O:58][CH2:59][CH2:60][CH2:61]1.[CH3:12][Si:13]([N-:14][Si:15]([CH3:16])([CH3:17])[CH3:18])([CH3:19])[CH3:20].[ClH:50].[F:1][c:2]1[cH:3][c:4]2[c:8]([cH:9][cH:10]1)[NH:7][C:6](=[O:11])[CH2:5]2.[Li+:21].[Na+:55].[O-:51][C:52]([OH:53])=[O:54].[OH2:56]>>[F:1][c:2]1[cH:3][c:4]2[c:8]([cH:9][cH:10]1)[NH:7][C:6](=[O:11])[C:5]2=[C:36]1[c:31]2[cH:30][cH:29][c:28]([CH2:27][CH2:26][CH2:25][N:24]([CH2:22][CH3:23])[CH2:38][CH3:39])[n:33][c:32]2[CH2:34][O:35]1.